From a dataset of the Open Reaction Database (ORD), a public repository of structured organic reaction records. describe an organic reaction: reactants, conditions, products, and yield Starting materials: C(C1=CC=CC=C1)OC1=C(C=C(C=C1)C(O)C1=C2CCCC2=C(C=C1C)N(CC1=CC=CC=C1)CC1=CC=CC=C1)C(C)C ((4-benzyloxy-3-isopropylphenyl)-(7-dibenzylamino-5-methylindan-4-yl)methanol). Reagents/catalysts: [O-2].[Mn+4].[O-2] (manganese (IV) oxide). Run in ClCCl (dichloromethane). The product is C(C1=CC=CC=C1)OC1=C(C=C(C=C1)C(=O)C1=C2CCCC2=C(C=C1C)N(CC1=CC=CC=C1)CC1=CC=CC=C1)C(C)C ((4-Benzyloxy-3-isopropylphenyl)-(7-dibenzylamino-5-methylindan-4-yl)methanone). The yield is 88.0%. Reaction SMILES: [CH2:1]([O:8][C:9]1[CH:14]=[CH:13][C:12]([CH:15]([C:17]2[C:25]([CH3:26])=[CH:24][C:23]([N:27]([CH2:35][C:36]3[CH:41]=[CH:40][CH:39]=[CH:38][CH:37]=3)[CH2:28][C:29]3[CH:34]=[CH:33][CH:32]=[CH:31][CH:30]=3)=[C:22]3[C:18]=2[CH2:19][CH2:20][CH2:21]3)[OH:16])=[CH:11][C:10]=1[CH:42]([CH3:44])[CH3:43])[C:2]1[CH:7]=[CH:6][CH:5]=[CH:4][CH:3]=1>ClCCl.[O-2].[Mn+4].[O-2]>[CH2:1]([O:8][C:9]1[CH:14]=[CH:13][C:12]([C:15]([C:17]2[C:25]([CH3:26])=[CH:24][C:23]([N:27]([CH2:35][C:36]3[CH:37]=[CH:38][CH:39]=[CH:40][CH:41]=3)[CH2:28][C:29]3[CH:30]=[CH:31][CH:32]=[CH:33][CH:34]=3)=[C:22]3[C:18]=2[CH2:19][CH2:20][CH2:21]3)=[O:16])=[CH:11][C:10]=1[CH:42]([CH3:44])[CH3:43])[C:2]1[CH:3]=[CH:4][CH:5]=[CH:6][CH:7]=1 |f:2.3.4|. Reported procedure: To a solution of (4-benzyloxy-3-isopropylphenyl)-(7-dibenzylamino-5-methylindan-4-yl)methanol (497 mg) in dichloromethane (10 mL) was added manganese (IV) oxide (2.98 g) at room temperature for 3 days. The insoluble material was removed by filtration. The filtrate was evaporated under reduced pressure to dryness to give the title compound (436 mg).